Dataset: the Open Reaction Database (ORD), a public repository of structured organic reaction records. Task: describe an organic reaction: reactants, conditions, products, and yield Reactants: FC(OC=1C=C(C(=O)OC)C=CC1[N+](=O)[O-])F (Methyl 3-(difluoromethoxy)-4-nitrobenzoate), [H][H] (hydrogen). Reagents/catalysts: [Pd] (Pd/C). Solvent: C(C)O (ethanol). The product is NC1=C(C=C(C(=O)OC)C=C1)OC(F)F (methyl 4-amino-3-(difluoromethoxy)benzoate). The yield is 75.9%. Reaction SMILES: [F:1][CH:2]([F:17])[O:3][C:4]1[CH:5]=[C:6]([CH:11]=[CH:12][C:13]=1[N+:14]([O-])=O)[C:7]([O:9][CH3:10])=[O:8].[H][H]>C(O)C.[Pd]>[NH2:14][C:13]1[CH:12]=[CH:11][C:6]([C:7]([O:9][CH3:10])=[O:8])=[CH:5][C:4]=1[O:3][CH:2]([F:1])[F:17]. Procedure: Methyl 3-(difluoromethoxy)-4-nitrobenzoate (0.9 g) was placed in a 250 mL round bottom flask and dissolved in 30 mL of ethanol. Pd/C (0.15 g, 10% Pd) was carefully added and a balloon of hydrogen was attached to the flask. The reaction was vigorously stirred over night. After checking by TLC, the reaction was filtered through a pad of celite and concentrated to give 0.6 g of methyl 4-amino-3-(difluoromethoxy)benzoate which was used without further purification. Starting materials: CNC1=CC=CC=C1 (N-methylaniline), CC1=CC(=NC(=N1)Cl)N1C(C2=C(CC1)C=CS2)C (6-methyl-4-(7-methyl-4,5,6,7-tetrahydrothieno[2,3-c]pyridin-6-yl)-2-chloropyrimidine). The solvent is CN(C=O)C (dimethylformamide). The product is Cl.CC1=CC(=NC(=N1)N(C)C1=CC=CC=C1)N1C(C2=C(CC1)C=CS2)C (6-methyl-2-(N-methylphenylamino)-4-(7-methyl-4,5,6,7-tetrahydrothieno[2,3-c]pyridin-6-yl)pyrimidine hydrochloride). Yield: 49.8%. As a reaction SMILES: [CH3:1][NH:2][C:3]1[CH:8]=[CH:7][CH:6]=[CH:5][CH:4]=1.[CH3:9][C:10]1[N:15]=[C:14]([Cl:16])[N:13]=[C:12]([N:17]2[CH2:22][CH2:21][C:20]3[CH:23]=[CH:24][S:25][C:19]=3[CH:18]2[CH3:26])[CH:11]=1>CN(C)C=O>[ClH:16].[CH3:9][C:10]1[N:15]=[C:14]([N:2]([C:3]2[CH:8]=[CH:7][CH:6]=[CH:5][CH:4]=2)[CH3:1])[N:13]=[C:12]([N:17]2[CH2:22][CH2:21][C:20]3[CH:23]=[CH:24][S:25][C:19]=3[CH:18]2[CH3:26])[CH:11]=1 |f:3.4|. Reported procedure: After N-methylaniline(0.45 ml, 4.05 mmol) was added to a mixture solution of 6-methyl-4-(7-methyl-4,5,6,7-tetrahydrothieno[2,3-c]pyridin-6-yl)-2-chloropyrimidine(0.75 g, 2.7 mmol) and dimethylformamide(10 ml), 0.52 g of the titled compound was obtained in accordance with the same procedure as in Step 2 of Example 1. The reactants are Cl.C(CC)N(C(=O)N1C=C(C2=C1C[C@@]1(CCN(C[C@H]1C2)CC)C2=CC(=CC=C2)OC)C)CCC ((±)-trans-dipropylaminocarbonyl-6-ethyl-3-methyl-8a-(3-methoxyphenyl)-4,4a,5,6,7,8,8a,9-octahydro-1H-pyrrolo[2,3-g]isoquinoline hydrochloride), B(Br)(Br)Br (boron tribromide). Product: C(CC)N(C(=O)N1C=C(C2=C1C[C@@]1(CCN(C[C@H]1C2)CC)C2=CC(=CC=C2)O)C)CCC ((±)-trans-Dipropylaminocarbonyl-6-ethyl-8a-(3-hydroxyphenyl)-3-methyl-4,4a,5,6,7,8,8a,9-octahydro-1H-pyrrolo[2,3-g]isoquinoline). Reaction SMILES: Cl.[CH2:2]([N:5]([CH2:32][CH2:33][CH3:34])[C:6]([N:8]1[C:12]2[CH2:13][C@@:14]3([C:23]4[CH:28]=[CH:27][CH:26]=[C:25]([O:29]C)[CH:24]=4)[C@H:19]([CH2:20][C:11]=2[C:10]([CH3:31])=[CH:9]1)[CH2:18][N:17]([CH2:21][CH3:22])[CH2:16][CH2:15]3)=[O:7])[CH2:3][CH3:4].B(Br)(Br)Br>>[CH2:2]([N:5]([CH2:32][CH2:33][CH3:34])[C:6]([N:8]1[C:12]2[CH2:13][C@@:14]3([C:23]4[CH:28]=[CH:27][CH:26]=[C:25]([OH:29])[CH:24]=4)[C@H:19]([CH2:20][C:11]=2[C:10]([CH3:31])=[CH:9]1)[CH2:18][N:17]([CH2:21][CH3:22])[CH2:16][CH2:15]3)=[O:7])[CH2:3][CH3:4] |f:0.1|. Procedure: 0.56 g (1.15 mmol) of (±)-trans-dipropylaminocarbonyl-6-ethyl-3-methyl-8a-(3-methoxyphenyl)-4,4a,5,6,7,8,8a,9-octahydro-1H-pyrrolo[2,3-g]isoquinoline hydrochloride were treated with 0.65 ml (7 mmol) of boron tribromide as described in example 2. The residue was purified by flash chromatography (AcOEt/MeOH/conc. NH4OH 75:25:2.5). The crude product was crystallised from acetone yielding 0.075 g of the title compound. M.p.=151°-153° C. Reactants: C=CC(=O)OC, CO, OCCS. Product: COC(=O)CCSCCO. RXN SMILES: [C:5]([CH:6]=[CH2:7])(=[O:8])[O:9][CH3:10].[CH3:11][OH:12].[OH:1][CH2:2][CH2:3][SH:4]>>[OH:1][CH2:2][CH2:3][S:4][CH2:7][CH2:6][C:5](=[O:8])[O:9][CH3:10]. The reactants are C(C)(=O)C=1C(=C(C(=O)O)C=CC1)O (3-acetyl-2-hydroxybenzoic acid), OS(=O)(=O)O (H2SO4), CO (MeOH). The product is C(C)(=O)C=1C(=C(C(=O)OC)C=CC1)O (methyl 3-acetyl-2-hydroxybenzoate). Isolated yield 20.0%. Reaction SMILES: [C:1]([C:4]1[C:5]([OH:13])=[C:6]([CH:10]=[CH:11][CH:12]=1)[C:7]([OH:9])=[O:8])(=[O:3])[CH3:2].OS(O)(=O)=O.[CH3:19]O>>[C:1]([C:4]1[C:5]([OH:13])=[C:6]([CH:10]=[CH:11][CH:12]=1)[C:7]([O:9][CH3:19])=[O:8])(=[O:3])[CH3:2]. Procedure: To a solution of 3-acetyl-2-hydroxybenzoic acid 32 (3 g, 16.7 mmol) in MeOH (50 mL) was added conc. H2SO4 (3.0 mL. The reaction mixture was heated at reflux for 12 h. After concentration en vacuo, the crude residue was diluted with H2O, basified to pH=8 with aq NaHCO3 and extracted with EtOAc. The combined organic extracts were dried (MgSO4) and concentrated to give 38 as a white solid (550 mg, 20% yield). Reactants: C1(CC1)N1C(NC(C2=CC(=C(C=C12)F)F)=O)=O (1-cyclopropyl-6,7-difluoro-1H-quinazoline-2,4-dione), O1CCCC1 (tetrahydrofuran), [H-].[Na+] (sodium hydride), [N+](=O)([O-])C1=C(C=CC(=C1)[N+](=O)[O-])NO (2,4-dinitrophenylhydroxylamine). Solvent: CN(C=O)C (N,N-dimethylformamide), O1CCOCC1 (dioxane). Run at temperature 50 celsius, time 25 minute. Product: NN1C(N(C2=CC(=C(C=C2C1=O)F)F)C1CC1)=O (3-amino-1-cyclopropyl-6,7-difluoro-1H-quinazoline-2,4-dione). Reaction SMILES: [CH:1]1([N:4]2[C:13]3[C:8](=[CH:9][C:10]([F:15])=[C:11]([F:14])[CH:12]=3)[C:7](=[O:16])[NH:6][C:5]2=[O:17])[CH2:3][CH2:2]1.O1CCCC1.[H-].[Na+].[N+:25](C1C=C([N+]([O-])=O)C=CC=1NO)([O-])=O>CN(C)C=O.O1CCOCC1>[NH2:25][N:6]1[C:7](=[O:16])[C:8]2[C:13](=[CH:12][C:11]([F:14])=[C:10]([F:15])[CH:9]=2)[N:4]([CH:1]2[CH2:3][CH2:2]2)[C:5]1=[O:17] |f:2.3|. Reported procedure: To a solution of a 1-cyclopropyl-6,7-difluoro-1H-quinazoline-2,4-dione (Example 23) in 1:1 dry tetrahydrofuran or dioxane and dry N,N-dimethylformamide is added portionwise sodium hydride (1.1 eq., 60% mineral oil dispersion) at room temperature. After stirring at 50° C. for 20 to 30 minutes, the resulting solution is cooled to room temperature and 2,4-dinitrophenylhydroxylamine (4 eq.) is added. The mixture is heated at 60° C. to 80° C. for 30 minutes, cooled, and the dioxane removed reduced pr...